Task: describe an organic reaction: reactants, conditions, products, and yield. Dataset: the Open Reaction Database (ORD), a public repository of structured organic reaction records Reactants: O=C=NCCCl, NCc1ccccc1, O=CC(O)C(O)C(O)C(O)CO. The product is O=C(NCCCl)N(Cc1ccccc1)C1OC(CO)C(O)C(O)C1O. RXN SMILES: [Cl:21][CH2:22][CH2:23][N:24]=[C:25]=[O:26].[NH2:13][CH2:14][c:15]1[cH:16][cH:17][cH:18][cH:19][cH:20]1.[O:1]=[CH:2][CH:3]([OH:4])[CH:5]([OH:6])[CH:7]([OH:8])[CH:9]([OH:10])[CH2:11][OH:12]>>[CH:2]1([N:13]([CH2:14][c:15]2[cH:16][cH:17][cH:18][cH:19][cH:20]2)[C:25]([NH:24][CH2:23][CH2:22][Cl:21])=[O:26])[CH:3]([OH:4])[CH:5]([OH:6])[CH:7]([OH:8])[CH:9]([CH2:11][OH:12])[O:10]1. Starting materials: C([O-])([O-])=O.[K+].[K+] (potassium carbonate), OC1=CC=C(O[C@@H](C(=O)O)C)C=C1 ((R)-2-(p-hydroxyphenoxy)-propionic acid), C(=O)=O (CO2), C(C)#N (acetonitrile), [K] (potassium), C([O-])([O-])=O.[K+].[K+] (potassium carbonate), ClC=1C=C(C(=NC1)F)F (5-chloro-2,3-difluoropyridine). Reagents/catalysts: [Br-].C(CCC)[N+](CCCC)(CCCC)CCCC (tetrabutyl ammonium bromide). Run at time 8 hour. The product is C(#CC)OC([C@@H](C)OC1=CC=C(C=C1)OC1=NC=C(C=C1F)Cl)=O ((R)(+)-2-[4-(5-chloro-3-fluoropyridin-2-yloxy)-phenoxy]-propionic acid propinyl ester). As a reaction SMILES: [OH:1][C:2]1[CH:13]=[CH:12][C:5]([O:6][C@H:7]([CH3:11])[C:8]([OH:10])=[O:9])=[CH:4][CH:3]=1.[K].C(=O)([O-])[O-].[K+].[K+].[C:21](=O)=O.[Cl:24][C:25]1[CH:26]=[C:27]([F:32])[C:28](F)=[N:29][CH:30]=1.[C:33](#N)[CH3:34]>[Br-].C([N+](CCCC)(CCCC)CCCC)CCC>[C:21]([O:9][C:8](=[O:10])[C@H:7]([O:6][C:5]1[CH:4]=[CH:3][C:2]([O:1][C:28]2[C:27]([F:32])=[CH:26][C:25]([Cl:24])=[CH:30][N:29]=2)=[CH:13][CH:12]=1)[CH3:11])#[C:33][CH3:34] |f:2.3.4,8.9,^1:13|. Procedure details: 182 g of (R)-2-(p-hydroxyphenoxy)-propionic acid 100% (1 mol) in 1500 g of acetonitrile are converted into the corresponding potassium salt by adding 69 g of potassium carbonate powder (0.5 mols) at 70° C. whilst cleaving the CO2. Then, 193 g of potassium carbonate powder (1.4 mols) and 2 g of tetrabutyl ammonium bromide as the phase transfer catalyst are added to the reaction mixture, and at a temperature of 70 to 75° C., 165 g of 5-chloro-2,3-difluoropyridine (1.1 mols) are added over the cour... Starting materials: CCc1c(OC)nc(OC)nc1C(=O)c1cc(C)cc(CO)c1, ClCCl. The product is CCc1c(OC)nc(OC)nc1C(=O)c1cc(C)cc(C=O)c1. Reaction SMILES: [CH2:1]([CH3:2])[c:3]1[c:4]([C:13](=[O:14])[c:15]2[cH:16][c:17]([CH2:22][OH:23])[cH:18][c:19]([CH3:21])[cH:20]2)[n:5][c:6]([O:11][CH3:12])[n:7][c:8]1[O:9][CH3:10].[Cl:24][CH2:25][Cl:26]>>[CH2:1]([CH3:2])[c:3]1[c:4]([C:13](=[O:14])[c:15]2[cH:16][c:17]([CH:22]=[O:23])[cH:18][c:19]([CH3:21])[cH:20]2)[n:5][c:6]([O:11][CH3:12])[n:7][c:8]1[O:9][CH3:10]. The reactants are O=c1[nH]cnc2cc(F)ccc12, [H-], [Na+], CN(C)C=O, O, Sc1ccncc1. The product is O=c1[nH]cnc2cc(Sc3ccncc3)ccc12. As a reaction SMILES: [F:10][c:11]1[cH:12][cH:13][c:14]2[c:15](=[O:21])[nH:16][cH:17][n:18][c:19]2[cH:20]1.[H-:1].[Na+:2].[O:22]=[CH:23][N:24]([CH3:25])[CH3:26].[OH2:27].[SH:3][c:4]1[cH:5][cH:6][n:7][cH:8][cH:9]1>>[S:3]([c:4]1[cH:5][cH:6][n:7][cH:8][cH:9]1)[c:11]1[cH:12][cH:13][c:14]2[c:15](=[O:21])[nH:16][cH:17][n:18][c:19]2[cH:20]1. Product: NC(=O)CN1C(=O)[C@H](CC2=CC=CC=C12)NC(=O)C=1NC2=CC=C(C=C2C1)Cl ((S)-1-aminocarbonylmethyl-3-(5-chloroindole-2-carbonylamino)-3,4-dihydrocarbostyril). Starting materials: C(=O)(OC)CN1C(=O)[C@H](CC2=CC=CC=C12)NC(=O)C=1NC2=CC=C(C=C2C1)Cl ((S)-1-carbomethoxymethyl-3-(5-chloroindole-2-carbonylamino)-3,4-dihydrocarbostyril), N (ammonia). Run at time 16 hour. Procedure: (S)-1-carbomethoxymethyl-3-(5-chloroindole-2-carbonylamino)-3,4-dihydrocarbostyril (Example 8) (5 mg) was dissolved in a mixture of tetrahydrofuran (1 mL) and 2 M ammonia in methanol solution (2 mL). After stirring for 16 h at room temperature, the solvent was evaporated and the residue was coevaporated with methanol (3 mL twice) under vacuum. Purification by reverse phase preparative HPLC provided the title compound (2.2 mg). HPLC/MS [M+H]+, 397. RXN SMILES: [C:1]([CH2:5][N:6]1[C:16]2[C:11](=[CH:12][CH:13]=[CH:14][CH:15]=2)[CH2:10][C@H:9]([NH:17][C:18]([C:20]2[NH:21][C:22]3[C:27]([CH:28]=2)=[CH:26][C:25]([Cl:29])=[CH:24][CH:23]=3)=[O:19])[C:7]1=[O:8])([O:3]C)=O.[NH3:30]>O1CCCC1.CO>[NH2:30][C:1]([CH2:5][N:6]1[C:16]2[C:11](=[CH:12][CH:13]=[CH:14][CH:15]=2)[CH2:10][C@H:9]([NH:17][C:18]([C:20]2[NH:21][C:22]3[C:27]([CH:28]=2)=[CH:26][C:25]([Cl:29])=[CH:24][CH:23]=3)=[O:19])[C:7]1=[O:8])=[O:3]. Solvent: O1CCCC1 (tetrahydrofuran), CO (methanol). Starting materials: O=C(Cl)c1ccccc1I, NCc1ccccc1, C1CCOC1, c1ccccc1. The product is O=C(NCc1ccccc1)c1ccccc1I. As a reaction SMILES: [I:9][c:10]1[c:11]([C:12](=[O:13])[Cl:14])[cH:15][cH:16][cH:17][cH:18]1.[NH2:1][CH2:2][c:3]1[cH:4][cH:5][cH:6][cH:7][cH:8]1.[O:25]1[CH2:26][CH2:27][CH2:28][CH2:29]1.[cH:19]1[cH:20][cH:21][cH:22][cH:23][cH:24]1>>[NH:1]([CH2:2][c:3]1[cH:4][cH:5][cH:6][cH:7][cH:8]1)[C:12]([c:11]1[c:10]([I:9])[cH:18][cH:17][cH:16][cH:15]1)=[O:13]. Reactants: CC(C)(C)[Si](C)(C)OCCn1ccc(NC(=O)C(CC2CCCC2)c2ccc(Cl)c(Cl)c2)n1, CCO, Cl. Yields the product O=C(Nc1ccn(CCO)n1)C(CC1CCCC1)c1ccc(Cl)c(Cl)c1. Reaction SMILES: [C:1]([Si:2]([CH3:3])([CH3:4])[O:6][CH2:7][CH2:8][n:9]1[n:10][c:11]([NH:14][C:15]([CH:16]([CH2:17][CH:18]2[CH2:19][CH2:20][CH2:21][CH2:22]2)[c:23]2[cH:24][c:25]([Cl:30])[c:26]([Cl:29])[cH:27][cH:28]2)=[O:31])[cH:12][cH:13]1)([CH3:5])([CH3:32])[CH3:33].[CH3:35][CH2:36][OH:37].[ClH:34]>>[OH:6][CH2:7][CH2:8][n:9]1[n:10][c:11]([NH:14][C:15]([CH:16]([CH2:17][CH:18]2[CH2:19][CH2:20][CH2:21][CH2:22]2)[c:23]2[cH:24][c:25]([Cl:30])[c:26]([Cl:29])[cH:27][cH:28]2)=[O:31])[cH:12][cH:13]1. Starting materials: [NH4+].[NH4+].[O-][W](=O)(=O)[O-] (ammonium tungstate), (NH4)2WO4, [OH-].[NH4+] (ammonium hydroxide), OO (hydrogen peroxide). The solvent is O (water). Conditions: temperature 80 celsius, time 8 hour. Yields the product [NH4+].[NH4+].[O-][W](=O)(=O)[O-] (ammonium tungstate), [W]=O (tungsten oxide). Reaction SMILES: [OH-].[NH4+:2].OO.[NH4+].[NH4+].[O-:7][W:8]([O-:11])(=[O:10])=[O:9]>O>[NH4+:2].[NH4+:2].[O-:10][W:8]([O-:11])(=[O:9])=[O:7].[W:8]=[O:7] |f:0.1,3.4.5,7.8.9|. Procedure details: (NH4)2WO4 (15.0 g: 52.8 mmoles) is added to about 400 ml of water to which 25 ml of ammonium hydroxide and 5 ml of 30 percent hydrogen peroxide are added. The ammonium tungstate is dissolved slowly by heating the mixture to about 80° C. with stirring. After a clear homogenous solution forms, the solution is cooled to room temperature. The solution is added to a flask containing 25.0 g of alumina (Catapal SB 20-35 mesh: 280 m2 /g). The resulting mixture is rotary evaporated to remove water, and t...